Dataset: the Open Reaction Database (ORD), a public repository of structured organic reaction records. Task: describe an organic reaction: reactants, conditions, products, and yield Run in S(O)(O)(=O)=O (sulphuric acid). Procedure details: The product of (a) (17.0 g, 42 mmoles) was added cautiously to concentrated sulphuric acid (50 ml) with stirring. When the addition was complete the dark solution was heated at 100° for 45 min then cooled and poured into ice-water. The suspension was extracted with ethyl acetate, and the extracts washed with sodium bicarbonate solution and water, dried and evaporated to give the sub-title compound as a pale yellow solid (11.0 g) mp 181°-184°. A sample recrystallised from ethanol-cyclohexane form... Starting materials: C(C)OC(CC(=O)NC1=C(C=CC(=C1)CCNC(C(F)(F)F)=O)OC)OCC (3,3-Diethoxy-N-[2-methoxy-5-[2-(2,2,2-trifluoroacetylamino)ethyl]phenyl]propanamide), ice water. Reaction SMILES: C(O[CH:4](OCC)[CH2:5][C:6]([NH:8][C:9]1[CH:14]=[C:13]([CH2:15][CH2:16][NH:17][C:18](=[O:23])[C:19]([F:22])([F:21])[F:20])[CH:12]=[CH:11][C:10]=1[O:24][CH3:25])=[O:7])C>S(=O)(=O)(O)O>[CH3:25][O:24][C:10]1[CH:11]=[CH:12][C:13]([CH2:15][CH2:16][NH:17][C:18](=[O:23])[C:19]([F:20])([F:21])[F:22])=[C:14]2[C:9]=1[NH:8][C:6](=[O:7])[CH:5]=[CH:4]2. Yields the product COC=1C=CC(=C2C=CC(NC12)=O)CCNC(C(F)(F)F)=O (N-[2-(1,2-Dihydro-8-methoxy-2-oxo-5-quinolinyl)ethyl]-2,2,2-trifluoroacetamide). Isolated yield 83.3%. Reported procedure: Using 5-chlorosalicylic acid and 2-nitro-5-(trifluoromethyl)aniline as the raw materials, the same operation as the example 16 gave the title compound. Product: ClC=1C=CC(=C(C(=O)NC2=C(C=CC(=C2)C(F)(F)F)[N+](=O)[O-])C1)O (5-Chloro-2-hydroxy-N-[2-nitro-5-(trifluoromethyl)phenyl]benzamide). Yield: 8.1%. The reactants are ClC1=CC=C(C(C(=O)O)=C1)O (5-chlorosalicylic acid), [N+](=O)([O-])C1=C(N)C=C(C=C1)C(F)(F)F (2-nitro-5-(trifluoromethyl)aniline), raw materials. As a reaction SMILES: [Cl:1][C:2]1[CH:10]=[C:6]([C:7]([OH:9])=O)[C:5]([OH:11])=[CH:4][CH:3]=1.[N+:12]([C:15]1[CH:21]=[CH:20][C:19]([C:22]([F:25])([F:24])[F:23])=[CH:18][C:16]=1[NH2:17])([O-:14])=[O:13]>>[Cl:1][C:2]1[CH:3]=[CH:4][C:5]([OH:11])=[C:6]([CH:10]=1)[C:7]([NH:17][C:16]1[CH:18]=[C:19]([C:22]([F:25])([F:24])[F:23])[CH:20]=[CH:21][C:15]=1[N+:12]([O-:14])=[O:13])=[O:9].